This data is from the Open Reaction Database (ORD), a public repository of structured organic reaction records. The task is: describe an organic reaction: reactants, conditions, products, and yield Reactants: CCOC(=O)CCc1ccc(OCc2ccc(OCc3nc(-c4ccccc4)oc3C)cc2)cc1OCC, CCO, Cl, [Na+], C1CCOC1, [OH-], O. Product: CCOc1cc(OCc2ccc(OCc3nc(-c4ccccc4)oc3C)cc2)ccc1CCC(=O)O. As a reaction SMILES: [CH2:1]([CH3:2])[O:3][c:4]1[c:5]([CH2:32][CH2:33][C:34](=[O:35])[O:36][CH2:37][CH3:38])[cH:6][cH:7][c:8]([O:10][CH2:11][c:12]2[cH:13][cH:14][c:15]([O:18][CH2:19][c:20]3[n:21][c:22](-[c:26]4[cH:27][cH:28][cH:29][cH:30][cH:31]4)[o:23][c:24]3[CH3:25])[cH:16][cH:17]2)[cH:9]1.[CH3:48][CH2:49][OH:50].[ClH:46].[Na+:45].[O:39]1[CH2:40][CH2:41][CH2:42][CH2:43]1.[OH-:44].[OH2:47]>>[CH2:1]([CH3:2])[O:3][c:4]1[c:5]([CH2:32][CH2:33][C:34](=[O:35])[OH:36])[cH:6][cH:7][c:8]([O:10][CH2:11][c:12]2[cH:13][cH:14][c:15]([O:18][CH2:19][c:20]3[n:21][c:22](-[c:26]4[cH:27][cH:28][cH:29][cH:30][cH:31]4)[o:23][c:24]3[CH3:25])[cH:16][cH:17]2)[cH:9]1. Reactants: C(C)(C)(C)OC(=O)NCC=1N(C(C2=CC=C(C=C2C1C1=CC=C(C=C1)F)/C=C/C(=O)OCCCC)=O)CC(C)C (butyl (E)-3-[3-[[(tert-butoxycarbonyl)amino]methyl]-4-(4-fluorophenyl)-2-isobutyl-1-oxo-1,2-dihydro-6-isoquinolinyl]-2-propenate), [OH-].[Na+] (sodium hydroxide), Cl (hydrochloric acid), O (water). The solvent is O1CCCC1 (tetrahydrofuran), CO (methanol). Conditions: time 1 hour. Yields the product C(C)(C)(C)OC(=O)NCC=1N(C(C2=CC=C(C=C2C1C1=CC=C(C=C1)F)/C=C/C(=O)O)=O)CC(C)C ((E)-3-[3-[[(tert-butoxycarbonyl)amino]methyl]-4-(4-fluorophenyl)-2-isobutyl-1-oxo-1,2-dihydro-6-isoquinolinyl]-2-propenic acid). Yield: 72.8%. RXN SMILES: [C:1]([O:5][C:6]([NH:8][CH2:9][C:10]1[N:11]([CH2:37][CH:38]([CH3:40])[CH3:39])[C:12](=[O:36])[C:13]2[C:18]([C:19]=1[C:20]1[CH:25]=[CH:24][C:23]([F:26])=[CH:22][CH:21]=1)=[CH:17][C:16](/[CH:27]=[CH:28]/[C:29]([O:31]CCCC)=[O:30])=[CH:15][CH:14]=2)=[O:7])([CH3:4])([CH3:3])[CH3:2].[OH-].[Na+].O.Cl>O1CCCC1.CO>[C:1]([O:5][C:6]([NH:8][CH2:9][C:10]1[N:11]([CH2:37][CH:38]([CH3:40])[CH3:39])[C:12](=[O:36])[C:13]2[C:18]([C:19]=1[C:20]1[CH:25]=[CH:24][C:23]([F:26])=[CH:22][CH:21]=1)=[CH:17][C:16](/[CH:27]=[CH:28]/[C:29]([OH:31])=[O:30])=[CH:15][CH:14]=2)=[O:7])([CH3:4])([CH3:3])[CH3:2] |f:1.2|. Procedure details: To a solution of butyl (E)-3-[3-[[(tert-butoxycarbonyl)amino]methyl]-4-(4-fluorophenyl)-2-isobutyl-1-oxo-1,2-dihydro-6-isoquinolinyl]-2-propenate (0.56 g, 1 mmol) in tetrahydrofuran (10 ml) and methanol (10 ml) was added 1N sodium hydroxide (2 ml). The obtained mixture was stirred at room temperature for 1 h. The reaction mixture was poured into water, acidified with 1N hydrochloric acid and extracted with ethyl acetate. The extract was washed with brine, dried over anhydrous magnesium sulfate a... Reactants: Cl.C(C)OC(=O)C1C(CN(CC1)CC1=CC=CC=C1)=O (Ethyl-3-oxo-N-benzylpiperidine-4-carboxylate hydrochloride), C(C)(=O)O.C(=N)N (formamidine acetate), [Na] (Sodium). Run in C(C)O (ethanol). Yields the product C(C1=CC=CC=C1)N1CC=2N=CNC(C2CC1)=O (7-Benzyl-5,6,7,8-tetrahydropyrido[3,4-d]pyrimidin-4(3H)-one). Yield: 69.8%. RXN SMILES: [Na].Cl.C([O:5][C:6]([CH:8]1[CH2:13][CH2:12][N:11]([CH2:14][C:15]2[CH:20]=[CH:19][CH:18]=[CH:17][CH:16]=2)[CH2:10][C:9]1=O)=O)C.C(O)(=O)C.[CH:26]([NH2:28])=[NH:27]>C(O)C>[CH2:14]([N:11]1[CH2:12][CH2:13][C:8]2[C:6](=[O:5])[NH:28][CH:26]=[N:27][C:9]=2[CH2:10]1)[C:15]1[CH:20]=[CH:19][CH:18]=[CH:17][CH:16]=1 |f:1.2,3.4,^1:0|. Reported procedure: Sodium metal (10.1 g, 0.44 mol) was added to ethanol (520 mL) and stirred at room temperature under nitrogen gas until a clear solution had formed. Ethyl-3-oxo-N-benzylpiperidine-4-carboxylate hydrochloride (56.5 g, 0.19 mol) and formamidine acetate (22.9 g, 0.22 mol) were then added and the reaction mixture heated under reflux for 40 hours. The reaction mixture was concentrated under reduced pressure, and the residue partitioned between water (400 mL) and dichloromethane (400 mL). The aqueous p... Starting materials: C(C)(C)(C)OC(=O)NCCOC1=NOC2=C1C=C(C=C2)F (3-(2-(N-t-butoxycarbonylamino)ethoxy)-5-fluoro-1,2-benzisoxazole), C(C)(C)[N-]C(C)C.[Li+] (lithium diisopropylamide), ice water, CSSC (dimethyldisulphide). The solvent is O1CCCC1 (tetrahydrofuran). Conditions: temperature -70 celsius. Product: C(C)(C)(C)OC(=O)NCCOC1=NOC2=C1C(=C(C=C2)F)SC (3-(2-(N-t-Butoxycarbonylamino)ethoxy)-5-fluoro-4-methylthio-1,2-benzisoxazole). Yield: 92.3%. RXN SMILES: [C:1]([O:5][C:6]([NH:8][CH2:9][CH2:10][O:11][C:12]1[C:16]2[CH:17]=[C:18]([F:21])[CH:19]=[CH:20][C:15]=2[O:14][N:13]=1)=[O:7])([CH3:4])([CH3:3])[CH3:2].C([N-]C(C)C)(C)C.[Li+].[CH3:30][S:31]SC>O1CCCC1>[C:1]([O:5][C:6]([NH:8][CH2:9][CH2:10][O:11][C:12]1[C:16]2[C:17]([S:31][CH3:30])=[C:18]([F:21])[CH:19]=[CH:20][C:15]=2[O:14][N:13]=1)=[O:7])([CH3:4])([CH3:2])[CH3:3] |f:1.2|. Procedure: To a solution of 3-(2-(N-t-butoxycarbonylamino)ethoxy)-5-fluoro-1,2-benzisoxazole (0.30 g) in tetrahydrofuran (20 ml) was added lithium diisopropylamide (1.50 ml, 1.5 M hexane solution) dropwise with stirring at -70° C. under nitrogen atmosphere, then after being stirred at the same temperature for 15 minutes dimethyldisulphide (0.21 g) was added. The reaction mixture was stirred for 15 minutes at -70° C. and then the temperature was raised to 0° C. The reaction mixture was poured into ice water...